Dataset: the Open Reaction Database (ORD), a public repository of structured organic reaction records. Task: describe an organic reaction: reactants, conditions, products, and yield Reactants: C(C1=CC=CC=C1)N1[C@H](CN(CC1)CC1=CC=CC=C1)C=C ((S)-1,4-dibenzyl-2-vinyl-piperazine), C12CCCC(CCC1)B2 (9-borabicyclo[3.3.1]nonane), FC1=CC(=CC=C1)I (1-fluoro-3-iodo-benzene), C1(=CC=CC=C1)P(C1=CC=CC=C1)C1=CC=CC=C1 (triphenylphosphine), [OH-].[Na+] (NaOH), C(O)CN (ethanolamine). The reagents and catalysts are [Pd].C1(=CC=CC=C1)P(C1=CC=CC=C1)C1=CC=CC=C1.C1(=CC=CC=C1)P(C1=CC=CC=C1)C1=CC=CC=C1.C1(=CC=CC=C1)P(C1=CC=CC=C1)C1=CC=CC=C1.C1(=CC=CC=C1)P(C1=CC=CC=C1)C1=CC=CC=C1 (tetrakis(triphenylphosphine) palladium(0)). The solvent is C(C)(=O)O.CO (acetic acid methanol), O (water). Conditions: temperature 60 celsius, time 24 hour. The product is C(C1=CC=CC=C1)N1[C@H](CN(CC1)CC1=CC=CC=C1)CCC1=CC(=CC=C1)F ((S)-1,4-Dibenzyl-2-(2-(3-fluoro-phenyl)-ethyl)-piperazine). Reaction SMILES: [CH2:1]([N:8]1[CH2:13][CH2:12][N:11]([CH2:14][C:15]2[CH:20]=[CH:19][CH:18]=[CH:17][CH:16]=2)[CH2:10][C@@H:9]1[CH:21]=[CH2:22])[C:2]1[CH:7]=[CH:6][CH:5]=[CH:4][CH:3]=1.C12BC(CCC1)CCC2.[F:32][C:33]1[CH:38]=[CH:37][CH:36]=[C:35](I)[CH:34]=1.C1(P(C2C=CC=CC=2)C2C=CC=CC=2)C=CC=CC=1.[OH-].[Na+].C(CN)O>O.C(O)(=O)C.CO.[Pd].C1(P(C2C=CC=CC=2)C2C=CC=CC=2)C=CC=CC=1.C1(P(C2C=CC=CC=2)C2C=CC=CC=2)C=CC=CC=1.C1(P(C2C=CC=CC=2)C2C=CC=CC=2)C=CC=CC=1.C1(P(C2C=CC=CC=2)C2C=CC=CC=2)C=CC=CC=1>[CH2:1]([N:8]1[CH2:13][CH2:12][N:11]([CH2:14][C:15]2[CH:20]=[CH:19][CH:18]=[CH:17][CH:16]=2)[CH2:10][C@@H:9]1[CH2:21][CH2:22][C:35]1[CH:36]=[CH:37][CH:38]=[C:33]([F:32])[CH:34]=1)[C:2]1[CH:3]=[CH:4][CH:5]=[CH:6][CH:7]=1 |f:4.5,8.9,10.11.12.13.14|. Procedure: Combine (S)-1,4-dibenzyl-2-vinyl-piperazine (2.0 g, 6.84 mmol) and 9-borabicyclo[3.3.1]nonane (82.1 mL, 41.04 mmol, 0.5 M in THF) and stir at ambient temperature. After 24 hours, add 1-fluoro-3-iodo-benzene (2.3 g, 10.26 mmol), triphenylphosphine (287.0 mg, 1.09 mmol), tetrakis(triphenylphosphine) palladium(0)(158.0 mg, 0.14 mmol), and 3N NaOH (5.6 mL) and stir at 60° C. After 22 hours, add ethanolamine (10.0 mL) and dilute the mixture with water. Extract with ethyl acetate and combine, wash (br... Reactants: CCN(CC)S(F)(F)F, ClCCl, N#CC(C#N)(CCCO)Cc1ccc(C(F)(F)F)cc1. Product: N#CC(C#N)(CCCF)Cc1ccc(C(F)(F)F)cc1. Reaction SMILES: [CH2:21]([N:22]([S:23]([F:24])([F:25])[F:27])[CH2:26][CH3:28])[CH3:29].[Cl:30][CH2:31][Cl:32].[OH:1][CH2:2][CH2:3][CH2:4][C:5]([C:6]#[N:7])([C:8]#[N:9])[CH2:10][c:11]1[cH:12][cH:13][c:14]([C:17]([F:18])([F:19])[F:20])[cH:15][cH:16]1>>[CH2:2]([CH2:3][CH2:4][C:5]([C:6]#[N:7])([C:8]#[N:9])[CH2:10][c:11]1[cH:12][cH:13][c:14]([C:17]([F:18])([F:19])[F:20])[cH:15][cH:16]1)[F:27]. The reactants are ClC1=CC=C(C=C1)CC#N (4-chlorophenylacetonitrile), Cl.C(C1=CC=CC=C1)N(CCCl)CCCl (benzyl[bis(2-chloroethyl)]amine hydrochloride), [H-].[Na+] (sodium hydride). Solvent: C1CCOC1 (THF), CS(=O)C (DMSO), CS(=O)C (DMSO), C1CCOC1 (THF). Yields the product C(C1=CC=CC=C1)N1CCC(CC1)(C#N)C1=CC=C(C=C1)Cl (1-Benzyl-4-(4-chlorophenyl)piperidine-4-carbonitrile). The yield is 84.7%. RXN SMILES: [H-].[Na+].[Cl:3][C:4]1[CH:9]=[CH:8][C:7]([CH2:10][C:11]#[N:12])=[CH:6][CH:5]=1.Cl.[CH2:14]([N:21]([CH2:25][CH2:26]Cl)[CH2:22][CH2:23]Cl)[C:15]1[CH:20]=[CH:19][CH:18]=[CH:17][CH:16]=1>C1COCC1.CS(C)=O>[CH2:14]([N:21]1[CH2:25][CH2:26][C:10]([C:7]2[CH:8]=[CH:9][C:4]([Cl:3])=[CH:5][CH:6]=2)([C:11]#[N:12])[CH2:23][CH2:22]1)[C:15]1[CH:20]=[CH:19][CH:18]=[CH:17][CH:16]=1 |f:0.1,3.4|. Procedure details: To a suspension of 9.8 g of 60% sodium hydride in oil in 140 ml of THF and 60 ml of DMSO is added dropwise, at rt, a solution of 11.3 g of 4-chlorophenylacetonitrile and 20 g of benzyl[bis(2-chloroethyl)]amine hydrochloride in 140 ml of THF and 60 ml of DMSO, and the mixture is then heated at 70-80° C. for 2 hours. After cooling, the reaction mixture is poured onto ice and extracted with ether, the organic phase is washed with water and dried over Na2SO4, and the solvent is evaporated off under ... Starting materials: Cl (hydrochloric acid), OC1=C(C=O)C=CC(=C1)OC (2-hydroxy-4-methoxybenzaldehyde), C([O-])([O-])=O.[K+].[K+] (potassium carbonate), BrC(C(=O)OCC)C(=O)OCC (diethyl bromomalonate). Solvent: O (water). The product is COC1=CC2=C(C=C(O2)C(=O)O)C=C1 (6-methoxybenzofuran-2-carboxylic acid). Yield: 46.7%. Reaction SMILES: [OH:1][C:2]1[CH:9]=[C:8]([O:10][CH3:11])[CH:7]=[CH:6][C:3]=1[CH:4]=O.C(=O)([O-])[O-].[K+].[K+].Br[CH:19](C(OCC)=O)[C:20]([O:22]CC)=[O:21].Cl>O>[CH3:11][O:10][C:8]1[CH:7]=[CH:6][C:3]2[CH:4]=[C:19]([C:20]([OH:22])=[O:21])[O:1][C:2]=2[CH:9]=1 |f:1.2.3|. Procedure details: To a suspension of 2-hydroxy-4-methoxybenzaldehyde (20.0 g) and potassium carbonate (20.0 g) in2-butanone (80 ml) was added diethyl bromomalonate (39.3 g), and the mixture was refluxed under nitrogen atmosphere for 7 hours and cooled. To the mixture was added water, and the mixture was made acidic with 1N hydrochloric acid and extracted with ethyl acetate. The organic layer was washed with saturated brine and dried with magnesium sulfate. Under reduced pressure, the solvent was evaporated, and t... Starting materials: CC1(OCC(CO1)([N+](=O)[O-])COC1=C(C=C(C=C1C)C1=NOC(=N1)C1=C2C[C@@H]3[C@H](C2=C(S1)C)C3(C)C)C)C (3-[4-(2,2-dimethyl-5-nitro-[1,3]dioxan-5-ylmethoxy)-3,5-dimethyl-phenyl]-5-((1aS,5aR)-1,1,2-trimethyl-1,1a,5,5a-tetrahydro-3-thia-cyclopropa[a]pentalen-4-yl)-[1,2,4]oxadiazole), [OH-].[Na+] (NaOH). Solvent: C1CCOC1.C(=O)(C(F)(F)F)O.O (THF TFA water), C(=O)(C(F)(F)F)O.O (TFA water). Reaction conditions: temperature 65 celsius, time 4.5 hour. The product is CC1=C(OCC(CO)(CO)[N+](=O)[O-])C(=CC(=C1)C1=NOC(=N1)C1=C2C[C@@H]3[C@H](C2=C(S1)C)C3(C)C)C (2-{2,6-dimethyl-4-[5-((1aS,5aR)-1,1,2-trimethyl-1,1a,5,5a-tetrahydro-3-thia-cyclopropa[a]pentalen-4-yl)-[1,2,4]oxadiazol-3-yl]-phenoxymethyl}-2-nitro-propane-1,3-diol). Isolated yield 98.8%. Reaction SMILES: CC1(C)[O:7][CH2:6][C:5]([CH2:11][O:12][C:13]2[C:18]([CH3:19])=[CH:17][C:16]([C:20]3[N:24]=[C:23]([C:25]4[S:32][C:31]([CH3:33])=[C:30]5[C:26]=4[CH2:27][C@H:28]4[C:34]([CH3:36])([CH3:35])[C@H:29]45)[O:22][N:21]=3)=[CH:15][C:14]=2[CH3:37])([N+:8]([O-:10])=[O:9])[CH2:4][O:3]1.[OH-].[Na+]>C1COCC1.C(O)(C(F)(F)F)=O.O.C(O)(C(F)(F)F)=O.O>[CH3:19][C:18]1[CH:17]=[C:16]([C:20]2[N:24]=[C:23]([C:25]3[S:32][C:31]([CH3:33])=[C:30]4[C:26]=3[CH2:27][C@H:28]3[C:34]([CH3:35])([CH3:36])[C@H:29]34)[O:22][N:21]=2)[CH:15]=[C:14]([CH3:37])[C:13]=1[O:12][CH2:11][C:5]([N+:8]([O-:10])=[O:9])([CH2:6][OH:7])[CH2:4][OH:3] |f:1.2,3.4.5,6.7|. Procedure: A suspension of 3-[4-(2,2-dimethyl-5-nitro-[1,3]dioxan-5-ylmethoxy)-3,5-dimethyl-phenyl]-5-((1aS,5aR)-1,1,2-trimethyl-1,1a,5,5a-tetrahydro-3-thia-cyclopropa[a]pentalen-4-yl)-[1,2,4]oxadiazole (85 mg, 0.158 mmol) in THF:TFA:water 20:4:1 (12.5 mL) is stirred at 65° C. for 4.5 h. The mixture is further diluted with TFA:water 2:1 (1.5 mL) and stirring is continued at 65° C. for 3 h. The mixture is cooled to rt, poured onto 2N aq. NaOH and extracted twice with DCM. The organic extracts are dried over... Reactants: S(O)(O)(=O)=O (sulphuric acid), [N+](=O)(O)[O-] (nitric acid), BrCCCCC(=O)O (5-bromovaleric acid). The solvent is ClCCl (dichloromethane). Run at temperature 0 celsius, time 10 minute. The product is [N+](=O)([O-])OCCCCC(=O)O (5-Nitrooxy-pentanoic acid). Yield: 58.0%. As a reaction SMILES: S(=O)(=O)(O)O.[N+:6]([O-:9])([OH:8])=[O:7].Br[CH2:11][CH2:12][CH2:13][CH2:14][C:15]([OH:17])=[O:16]>ClCCl>[N+:6]([O:9][CH2:11][CH2:12][CH2:13][CH2:14][C:15]([OH:17])=[O:16])([O-:8])=[O:7]. Procedure: Concentrated sulphuric acid 96% (1.24 mL, 2.0 eq) was added dropwise to fuming nitric acid 100% (0.97 mL, 2.0 eq) at 0° C. After 10 minutes of stirring at 0° C., a solution of 1 (2.00 g, 1.0 eq) in dichloromethane (20.0 mL) was added dropwise. The reaction mixture was stirred from 0° C. to RT for 3 hours and quenched with water (30.0 mL). The organic layer was washed with water (20.0 mL) and brine (20.0 mL), dried over magnesium sulphate, filtered off and concentrated under vacuum. The residue w... The reactants are Cl.Cl.N1(CCCC1)CC1NCCCC1 (2-(pyrrolidin-1-ylmethyl)piperidine dihydrochloride), COC1=CC=C2C(CC(C2=C1)C(=O)Cl)=O (6-methoxy-3-oxoindan-1-carbonyl chloride). The solvent is C(C)N(CC)CC (triethylamine). The product is Cl.COC1=CC=C2C(CC(C2=C1)C(=O)N1C(CCCC1)CN1CCCC1)=O (1-(6-methoxy-3-oxoindan-1-carbonyl)-2-(pyrrolidin-1-ylmethyl)piperidine hydrochloride). Yield: 36.5%. Reaction SMILES: Cl.Cl.[N:3]1([CH2:8][CH:9]2[CH2:14][CH2:13][CH2:12][CH2:11][NH:10]2)[CH2:7][CH2:6][CH2:5][CH2:4]1.[CH3:15][O:16][C:17]1[CH:25]=[C:24]2[C:20]([C:21](=[O:29])[CH2:22][CH:23]2[C:26]([Cl:28])=[O:27])=[CH:19][CH:18]=1>C(N(CC)CC)C>[ClH:28].[CH3:15][O:16][C:17]1[CH:25]=[C:24]2[C:20]([C:21](=[O:29])[CH2:22][CH:23]2[C:26]([N:10]2[CH2:11][CH2:12][CH2:13][CH2:14][CH:9]2[CH2:8][N:3]2[CH2:7][CH2:6][CH2:5][CH2:4]2)=[O:27])=[CH:19][CH:18]=1 |f:0.1.2,5.6|. Reported procedure: From 1.21 g of 2-(pyrrolidin-1-ylmethyl)piperidine dihydrochloride. 1.35 g of 6-methoxy-3-oxoindan-1-carbonyl chloride and 2.79 ml of triethylamine. 0.72 g of the title compound was obtained, melting at 210°-228° C. (dec) using a procedure similar to that in Example 2. The reactants are ice water, [O-]CC.[Na+] (sodium ethoxide), C(=O)OCC (ethyl formate), [H-].[Na+] (sodium hydride), COC=1C=C2C(CC(N(C2=CC1OC)C(=O)OCCCC)C)=O (butyl 6,7-dimethoxy-2-methyl-4-oxo-1,2,3,4-tetrahydroquinoline-1-carboxylate). The solvent is C(C)O (ethanol), C1=CC=CC=C1 (benzene). Run at time 4 hour. Product: OC=C1C(N(C2=CC(=C(C=C2C1=O)OC)OC)C(=O)OCCCC)C (3-Hydroxymethylene-6,7-dimethoxy-2-methyl-4-oxo-1,2,3,4-tetrahydro-1-quinoline carboxylic acid, butyl ester). Reaction SMILES: [O-:1][CH2:2][CH3:3].[Na+].[H-].[Na+].[CH3:7][O:8][C:9]1[CH:10]=[C:11]2[C:16](=[CH:17][C:18]=1[O:19][CH3:20])[N:15]([C:21]([O:23][CH2:24][CH2:25][CH2:26][CH3:27])=[O:22])[CH:14](C)[CH2:13][C:12]2=[O:29].C(OCC)=O>C1C=CC=CC=1.C(O)C>[OH:1][CH:2]=[C:3]1[C:12](=[O:29])[C:11]2[C:16](=[CH:17][C:18]([O:19][CH3:20])=[C:9]([O:8][CH3:7])[CH:10]=2)[N:15]([C:21]([O:23][CH2:24][CH2:25][CH2:26][CH3:27])=[O:22])[CH:14]1[CH3:13] |f:0.1,2.3|. Reported procedure: To sodium ethoxide freshly prepared from 4.8 g. of sodium hydride and 6.0 ml. of ethanol is added 16.0 g. of butyl 6,7-dimethoxy-2-methyl-4-oxo-1,2,3,4-tetrahydroquinoline-1-carboxylate and 19.8 ml. of ethyl formate in 150 ml. of benzene over a 30 min. period. The reaction mixture, after stirring at room temperature for 4 hrs., is poured onto 250 ml. of ice-water. The aqueous layer is retained and the organic layer extracted with 1N aqueous sodium hydroxide. The base extracted is combined with t... The reactants are [Si](C)(C)(C(C)(C)C)O[C@H]([C@H](C=1OC(=NN1)C1=CC=C(C=C1)S(=O)(=O)C)NC1=CC(=C(C#N)C=C1)Cl)C (4-((1R,2S)-2-(tert-butyldimethylsilyloxy)-1-(5-(4-(methylsulfonyl)phenyl)-1,3,4-oxadiazol-2-yl)propylamino)-2-chlorobenzonitrile), CCCC[N+](CCCC)(CCCC)CCCC.[F-] (TBAF). The solvent is C1CCOC1 (THF). Yields the product ClC1=C(C#N)C=CC(=C1)N[C@H]([C@H](C)O)C=1OC(=NN1)C1=CC=C(C=C1)S(=O)(=O)C (2-Chloro-4-((1R,2S)-2-hydroxy-1-(5-(4-(methylsulfonyl)phenyl)-1,3,4-oxadiazol-2-yl)propylamino)benzonitrile). As a reaction SMILES: [Si]([O:8][C@@H:9]([CH3:36])[C@@H:10]([NH:26][C:27]1[CH:34]=[CH:33][C:30]([C:31]#[N:32])=[C:29]([Cl:35])[CH:28]=1)[C:11]1[O:12][C:13]([C:16]2[CH:21]=[CH:20][C:19]([S:22]([CH3:25])(=[O:24])=[O:23])=[CH:18][CH:17]=2)=[N:14][N:15]=1)(C(C)(C)C)(C)C.CCCC[N+](CCCC)(CCCC)CCCC.[F-]>C1COCC1>[Cl:35][C:29]1[CH:28]=[C:27]([NH:26][C@@H:10]([C:11]2[O:12][C:13]([C:16]3[CH:21]=[CH:20][C:19]([S:22]([CH3:25])(=[O:24])=[O:23])=[CH:18][CH:17]=3)=[N:14][N:15]=2)[C@@H:9]([OH:8])[CH3:36])[CH:34]=[CH:33][C:30]=1[C:31]#[N:32] |f:1.2|. Procedure details: To a pre-cooled (−50° C.) solution of 4-((1R,2S)-2-(tert-butyldimethylsilyloxy)-1-(5-(4-(methylsulfonyl)phenyl)-1,3,4-oxadiazol-2-yl)propylamino)-2-chlorobenzonitrile (2.55 g, 4.66 mmol) in THF (600 mL) was added TBAF (4.66 mL, 4.66 mmol, 1 M solution in THF) dropwise over 10 min. Upon complete addition, the reaction mixture was concentrated under reduced pressure. The resulting residue was taken up in EtOAc (100 mL) and washed with H2O (80 mL). The biphasic mixture was separated and the aqueous... The reactants are ClC1=CC=C(C=C1)CC(=S)N (4-chlorophenyl(thioacetamide)), CI (methyl iodide). The solvent is CC(=O)C (acetone). The product is I.ClC1=CC=C(C=C1)CC(SC)=N (methyl 4-chlorophenyl(thioacetimidate) hydriodide). Reaction SMILES: [Cl:1][C:2]1[CH:7]=[CH:6][C:5]([CH2:8][C:9]([NH2:11])=[S:10])=[CH:4][CH:3]=1.[CH3:12][I:13]>CC(C)=O>[IH:13].[Cl:1][C:2]1[CH:3]=[CH:4][C:5]([CH2:8][C:9](=[NH:11])[S:10][CH3:12])=[CH:6][CH:7]=1 |f:3.4|. Reported procedure: A solution of 4-chlorophenyl(thioacetamide) (14.8 g.) and methyl iodide (32 g.) in acetone (40 ml.) was heated to reflux for 20 minutes. The mixture was cooled and filtered to give pure methyl 4-chlorophenyl(thioacetimidate) hydriodide, m.p. 172°-174°.